From a dataset of the Open Reaction Database (ORD), a public repository of structured organic reaction records. describe an organic reaction: reactants, conditions, products, and yield Starting materials: CCO, CNS(=O)(=O)c1ccccc1[N+](=O)[O-]. Product: CNS(=O)(=O)c1ccccc1N. Reaction SMILES: [CH3:15][CH2:16][OH:17].[CH3:1][NH:2][S:3](=[O:4])(=[O:5])[c:6]1[c:7]([N+:12]([O-:13])=[O:14])[cH:8][cH:9][cH:10][cH:11]1>>[CH3:1][NH:2][S:3](=[O:4])(=[O:5])[c:6]1[c:7]([NH2:12])[cH:8][cH:9][cH:10][cH:11]1. Reaction SMILES: [Cl:1][c:2]1[cH:3][cH:4][c:5]([S:8](=[O:9])(=[O:10])[N:11]([CH:12]2[C:13](=[O:32])[N:14]([CH2:21][c:22]3[cH:23][cH:24][c:25]([O:26][CH3:27])[cH:28][c:29]3[O:30][CH3:31])[CH2:15][CH2:16][CH2:17][C:18]2([CH3:19])[CH3:20])[CH2:33][c:34]2[cH:35][cH:36][c:37]([C:38](=[O:39])[NH:40][CH:41]3[CH2:42][CH2:43]3)[cH:44][cH:45]2)[cH:6][cH:7]1.[Cl:46][CH2:47][Cl:48].[F:49][C:50]([F:51])([F:52])[S:53]([OH:54])(=[O:55])=[O:56].[F:57][C:58]([F:59])([F:60])[C:61]([OH:62])=[O:63]>>[Cl:1][c:2]1[cH:3][cH:4][c:5]([S:8](=[O:9])(=[O:10])[N:11]([CH:12]2[C:13](=[O:32])[NH:14][CH2:15][CH2:16][CH2:17][C:18]2([CH3:19])[CH3:20])[CH2:33][c:34]2[cH:35][cH:36][c:37]([C:38](=[O:39])[NH:40][CH:41]3[CH2:42][CH2:43]3)[cH:44][cH:45]2)[cH:6][cH:7]1. Product: CC1(C)CCCNC(=O)C1N(Cc1ccc(C(=O)NC2CC2)cc1)S(=O)(=O)c1ccc(Cl)cc1. Starting materials: COc1ccc(CN2CCCC(C)(C)C(N(Cc3ccc(C(=O)NC4CC4)cc3)S(=O)(=O)c3ccc(Cl)cc3)C2=O)c(OC)c1, ClCCl, O=S(=O)(O)C(F)(F)F, O=C(O)C(F)(F)F. The reactants are C[Si](C)(C)C=[N+]=[N-] ((Trimethylsilyl)diazomethane), NC=1C=C(C(=O)O)C=CC1[N+](=O)[O-] (3-amino-4-nitro-benzoic acid). The solvent is C(Cl)Cl (CH2Cl2), CO (methanol). Yields the product NC=1C=C(C(=O)OC)C=CC1[N+](=O)[O-] (methyl 3-amino-4-nitrobenzoate). RXN SMILES: [CH3:1][Si](C=[N+]=[N-])(C)C.[NH2:8][C:9]1[CH:10]=[C:11]([CH:15]=[CH:16][C:17]=1[N+:18]([O-:20])=[O:19])[C:12]([OH:14])=[O:13]>C(Cl)Cl.CO>[NH2:8][C:9]1[CH:10]=[C:11]([CH:15]=[CH:16][C:17]=1[N+:18]([O-:20])=[O:19])[C:12]([O:14][CH3:1])=[O:13]. Reported procedure: (Trimethylsilyl)diazomethane (6 mL, 2M solution in hexanes) was added to a solution of 3-amino-4-nitro-benzoic acid in CH2Cl2 (25 mL) and methanol (25 mL). Stirred at room temperature until bubbling ceased. Concentrated under vacuum to provide 1.2 g of desired product. MS (DCI) m/e 197 (M+H)+. Yield: 92.0%. Yields the product COC1=C(C=CC=C1)CC(=O)OC (methyl 2-methoxyphenylacetate). As a reaction SMILES: [OH:1][C:2]1[CH:7]=[CH:6][CH:5]=[CH:4][C:3]=1[CH2:8][C:9]([OH:11])=O.[C:12]([O-])([O-])=O.[K+].[K+].CI.CN([CH:23]=[O:24])C>>[CH3:12][O:1][C:2]1[CH:7]=[CH:6][CH:5]=[CH:4][C:3]=1[CH2:8][C:9]([O:24][CH3:23])=[O:11] |f:1.2.3|. Reactants: OC1=C(C=CC=C1)CC(=O)O (2-hydroxyphenylacetic acid), C(=O)([O-])[O-].[K+].[K+] (K2CO3), CN(C)C=O (DMF), CI (methyl iodide). Conditions: time 3 day. Procedure details: To a solution of 2-hydroxyphenylacetic acid (25 g, 0.16 mol) in DMF (300 mL) was added K2CO3 (56.7 g, 0.41 mol), followed by methyl iodide (46.7 g, 0.32 mol). The reaction mixture was stirred for about 3 days, filtered and the filtrate was stripped. The residue was taken up in ethyl acetate, washed with water, saturated Na2CO3, then brine, and then the organic layer was dried over MgSO4, filtered and stripped to afford 26.4 g (92%) of methyl 2-methoxyphenylacetate. Starting materials: ClC1=CC(=C(C=C1O)NC1=C(C=NC2=CC(=C(C=C12)OC)OCCCl)C#N)F (4-(4-chloro-2-fluoro-5-hydroxy-phenylamino)-7-(2-chloro-ethoxy)-6-methoxy-quinoline-3-carbonitrile), [I-].[Na+] (sodium iodide), CNC (dimethylamine). Solvent: O1CCCC1 (tetrahydrofuran). Run at temperature 135 celsius. Yields the product ClC1=CC(=C(C=C1O)NC1=C(C=NC2=CC(=C(C=C12)OC)OCCN(C)C)C#N)F (4-(4-Chloro-2-fluoro-5-hydroxy-phenylamino)-7-(2-dimethylamino-ethoxy)-6-methoxy-quinoline-3-carbonitrile). RXN SMILES: [Cl:1][C:2]1[C:7]([OH:8])=[CH:6][C:5]([NH:9][C:10]2[C:19]3[C:14](=[CH:15][C:16]([O:22][CH2:23][CH2:24]Cl)=[C:17]([O:20][CH3:21])[CH:18]=3)[N:13]=[CH:12][C:11]=2[C:26]#[N:27])=[C:4]([F:28])[CH:3]=1.[I-].[Na+].[CH3:31][NH:32][CH3:33]>O1CCCC1>[Cl:1][C:2]1[C:7]([OH:8])=[CH:6][C:5]([NH:9][C:10]2[C:19]3[C:14](=[CH:15][C:16]([O:22][CH2:23][CH2:24][N:32]([CH3:33])[CH3:31])=[C:17]([O:20][CH3:21])[CH:18]=3)[N:13]=[CH:12][C:11]=2[C:26]#[N:27])=[C:4]([F:28])[CH:3]=1 |f:1.2|. Reported procedure: A mixture of 0.8 g (1.83 mmol) of 4-(4-chloro-2-fluoro-5-hydroxy-phenylamino)-7-(2-chloro-ethoxy)-6-methoxy-quinoline-3-carbonitrile and 0.11 g of sodium iodide in 16.1 ml of 2M dimethylamine in tetrahydrofuran was placed in a sealed tube and heated to 135° C. for 14 hr. The solvent was removed and the residue was mixed with warm ethyl acetate and saturated sodium bicarbonate solution. The organic layer was separated and dried over magnesium sulfate. Solvent was removed and the residue was chrom... Starting materials: BrB(Br)Br, B, ClCCl, C=CCc1ccc(OC)cc1. Yields the product C=CCc1ccc(O)cc1. RXN SMILES: [B:12]([Br:13])([Br:14])[Br:15].[B:16].[CH2:17]([Cl:18])[Cl:19].[CH3:1][O:2][c:3]1[cH:4][cH:5][c:6]([CH2:9][CH:10]=[CH2:11])[cH:7][cH:8]1>>[OH:2][c:3]1[cH:4][cH:5][c:6]([CH2:9][CH:10]=[CH2:11])[cH:7][cH:8]1. Starting materials: ClC(Cl)Cl, O=C(Cl)c1ccccc1F, NC1CCN(C2CCCCC2)C1. Reaction SMILES: [CH:23]([Cl:24])([Cl:25])[Cl:26].[F:13][c:14]1[c:15]([C:16](=[O:17])[Cl:18])[cH:19][cH:20][cH:21][cH:22]1.[NH2:1][CH:2]1[CH2:3][N:4]([CH:7]2[CH2:8][CH2:9][CH2:10][CH2:11][CH2:12]2)[CH2:5][CH2:6]1>>[ClH:18].[NH:1]([CH:2]1[CH2:3][N:4]([CH:7]2[CH2:8][CH2:9][CH2:10][CH2:11][CH2:12]2)[CH2:5][CH2:6]1)[C:16]([c:15]1[c:14]([F:13])[cH:22][cH:21][cH:20][cH:19]1)=[O:17]. Product: Cl, O=C(NC1CCN(C2CCCCC2)C1)c1ccccc1F. Starting materials: NC1=CC=C(C=C1)C(F)(F)F (4-aminobenzotrifluoride), CN1N=CC=C1C(=O)O (1-methyl-1H-pyrazol-5-carboxylic acid), Cl.C(C)N=C=NCCCN(C)C (1-ethyl-3-(3-dimethylaminopropyl)carbodiimide hydrochloride), O.ON1N=NC2=C1C=CC=C2 (1-hydroxybenzotriazole monohydrate). Run in C(Cl)(Cl)Cl (chloroform). Reaction conditions: time 15 minute. The product is CN1N=CC=C1C(=O)NC1=CC=C(C=C1)C(F)(F)F (1-Methyl-N-[4-(trifluoromethyl)phenyl]-1H-pyrazol-5-carboxamide). Yield: 47.1%. As a reaction SMILES: [CH3:1][N:2]1[C:6]([C:7]([OH:9])=O)=[CH:5][CH:4]=[N:3]1.Cl.C(N=C=NCCCN(C)C)C.O.ON1C2C=CC=CC=2N=N1.[NH2:33][C:34]1[CH:39]=[CH:38][C:37]([C:40]([F:43])([F:42])[F:41])=[CH:36][CH:35]=1>C(Cl)(Cl)Cl>[CH3:1][N:2]1[C:6]([C:7]([NH:33][C:34]2[CH:39]=[CH:38][C:37]([C:40]([F:41])([F:42])[F:43])=[CH:36][CH:35]=2)=[O:9])=[CH:5][CH:4]=[N:3]1 |f:1.2,3.4|. Procedure details: A mixture of 1-methyl-1H-pyrazol-5-carboxylic acid (1.00 g), 1-ethyl-3-(3-dimethylaminopropyl)carbodiimide hydrochloride (1.82 g), 1-hydroxybenzotriazole monohydrate (1.70 g) and chloroform (20 mL) was stirred at a room temperature for 15 minutes. Thereafter, 4-aminobenzotrifluoride (1.27 g) was added to the reaction solution, and the obtained mixture was then stirred for 24 hours. Thereafter, the reaction solution was concentrated under a reduced pressure, and the residue was then purified by c... The reactants are CO, CC(OC(=O)c1cc([N+](=O)[O-])cc([N+](=O)[O-])c1)C1(c2ccc(F)cc2F)CO1. Product: CC(O)C1(c2ccc(F)cc2F)CO1. RXN SMILES: [CH3:29][OH:30].[N+:1]([c:2]1[cH:3][c:4]([C:25]([O:9][CH:10]([CH3:11])[C:12]2([c:15]3[c:16]([F:22])[cH:17][c:18]([F:21])[cH:19][cH:20]3)[O:13][CH2:14]2)=[O:26])[cH:5][c:6]([N+:7]([O-:8])=[O:23])[cH:24]1)([O-:27])=[O:28]>>[OH:9][CH:10]([CH3:11])[C:12]1([c:15]2[c:16]([F:22])[cH:17][c:18]([F:21])[cH:19][cH:20]2)[O:13][CH2:14]1.